This data is from the Open Reaction Database (ORD), a public repository of structured organic reaction records. The task is: describe an organic reaction: reactants, conditions, products, and yield Reactants: O=C([O-])[O-], CO, [K+], [K+], C[Si](C)(C)C#Cc1cnc(N)c(C#N)n1. Product: C#Cc1cnc(N)c(C#N)n1. As a reaction SMILES: [C:16](=[O:17])([O-:18])[O-:19].[CH3:22][OH:23].[K+:20].[K+:21].[NH2:1][c:2]1[n:3][cH:4][c:5]([C:10]#[C:11][Si:12]([CH3:13])([CH3:14])[CH3:15])[n:6][c:7]1[C:8]#[N:9]>>[NH2:1][c:2]1[n:3][cH:4][c:5]([C:10]#[CH:11])[n:6][c:7]1[C:8]#[N:9]. Reactants: ice water, Cl (hydrogen chloride), ClC=1C=C(C(=O)OC)C=CN1 (Methyl 2-chloroisonicotinate), FC1=CC=C(C=C1)B(O)O (4-fluorophenylboronic acid), C([O-])([O-])=O.[K+].[K+] (potassium carbonate), Cl (HCl). Reagents/catalysts: Cl[Pd]Cl (PdCl2). The solvent is CO (methanol), two, CC(C)(C)OC (MTBE). Reaction conditions: temperature 100 celsius, time 4 hour. Yields the product Cl.FC1=CC=C(C=C1)C=1C=C(C(=O)OC)C=CN1 (methyl 2-(4-fluorophenyl)isonicotinate hydrochloride). The yield is 91.2%. RXN SMILES: [Cl:1][C:2]1[CH:3]=[C:4]([CH:9]=[CH:10][N:11]=1)[C:5]([O:7][CH3:8])=[O:6].[F:12][C:13]1[CH:18]=[CH:17][C:16](B(O)O)=[CH:15][CH:14]=1.C(=O)([O-])[O-].[K+].[K+].Cl>CO.CC(OC)(C)C.Cl[Pd]Cl>[ClH:1].[F:12][C:13]1[CH:18]=[CH:17][C:16]([C:2]2[CH:3]=[C:4]([CH:9]=[CH:10][N:11]=2)[C:5]([O:7][CH3:8])=[O:6])=[CH:15][CH:14]=1 |f:2.3.4,9.10|. Procedure details: Methyl 2-chloroisonicotinate (4.5 g, 26.23 mmol), 4-fluorophenylboronic acid (4.51 g, 32.26 mmol), potassium carbonate (2.247 g, 16.26 mmol) and PdCl2 (dppf) (0.380 g, 0.52 mmol) were mixed in methanol (30 mL) in two 20 mL microwave vials. The vials were capped and heated at 100° C. for 10 min in a single node microwave reactor. The solids were removed by filtration and the filtrate evaporated to yield a dark red slurry. To the residue was added HCl (1.25 M in methanol, 100 mL). The mixture was ... The reactants are O=C([O-])[O-], C=COC(C)=O, Cc1ccccc1, O=C(NC(Cc1ccccc1)(c1cc(F)cc(OC(F)(F)C(F)F)c1)c1ccc(F)c(O)c1)c1ccc(F)c(C(F)(F)F)c1, [Na+], [Na+]. Yields the product C=COc1cc(C(Cc2ccccc2)(NC(=O)c2ccc(F)c(C(F)(F)F)c2)c2cc(F)cc(OC(F)(F)C(F)F)c2)ccc1F. Reaction SMILES: [C:45](=[O:46])([O-:47])[O-:48].[CH3:51][C:52]([O:53][CH:54]=[CH2:55])=[O:56].[CH3:57][c:58]1[cH:59][cH:60][cH:61][cH:62][cH:63]1.[F:1][c:2]1[c:3]([C:41]([F:42])([F:43])[F:44])[cH:4][c:5]([C:6](=[O:7])[NH:8][C:9]([CH2:10][c:11]2[cH:12][cH:13][cH:14][cH:15][cH:16]2)([c:17]2[cH:18][c:19]([F:30])[cH:20][c:21]([O:23][C:24]([CH:25]([F:26])[F:27])([F:28])[F:29])[cH:22]2)[c:31]2[cH:32][c:33]([OH:38])[c:34]([F:37])[cH:35][cH:36]2)[cH:39][cH:40]1.[Na+:49].[Na+:50]>>[F:1][c:2]1[c:3]([C:41]([F:42])([F:43])[F:44])[cH:4][c:5]([C:6](=[O:7])[NH:8][C:9]([CH2:10][c:11]2[cH:12][cH:13][cH:14][cH:15][cH:16]2)([c:17]2[cH:18][c:19]([F:30])[cH:20][c:21]([O:23][C:24]([CH:25]([F:26])[F:27])([F:28])[F:29])[cH:22]2)[c:31]2[cH:32][c:33]([O:38][CH:51]=[CH2:52])[c:34]([F:37])[cH:35][cH:36]2)[cH:39][cH:40]1.